This data is from the Open Reaction Database (ORD), a public repository of structured organic reaction records. The task is: describe an organic reaction: reactants, conditions, products, and yield Reactants: [Li]C, Cl, CON(C)C(=O)c1c(Cl)ccc(Cl)c1N, C1CCOC1, O. Yields the product CC(=O)c1c(Cl)ccc(Cl)c1N. RXN SMILES: [CH3:1][Li:2].[ClH:18].[NH2:3][c:4]1[c:5]([C:6](=[O:7])[N:8]([O:9][CH3:10])[CH3:11])[c:12]([Cl:17])[cH:13][cH:14][c:15]1[Cl:16].[O:19]1[CH2:20][CH2:21][CH2:22][CH2:23]1.[OH2:24]>>[CH3:1][C:6]([c:5]1[c:4]([NH2:3])[c:15]([Cl:16])[cH:14][cH:13][c:12]1[Cl:17])=[O:7]. The reactants are C(=O)(OCC)CCCCC=1C(CCC1)=O.C=1C(=CC=[N+](C1)C[N+]2=CC=C(C=C2)/C=N/O)/C=N/O.[Br-].[Br-] (2-(4-carbethoxybutyl)-2-cyclopentenone methoxime), ( 12,020 ), [H-].C(C(C)C)[Al+]CC(C)C (diisobutyl aluminum hydride), [K+].[Br-] (KBr). Product: OCCCCCC=1C(CCC1)=O.C=1C(=CC=[N+](C1)C[N+]2=CC=C(C=C2)/C=N/O)/C=N/O.[Br-].[Br-] (2-(5-hydroxypentyl)-2-cyclopentenone methoxime). RXN SMILES: [C:1]([CH2:6][CH2:7][CH2:8][CH2:9][C:10]1[C:11](=[O:15])[CH2:12][CH2:13][CH:14]=1)(OCC)=[O:2].[CH:16]1[C:17](/[CH:32]=[N:33]/[OH:34])=[CH:18][CH:19]=[N+:20]([CH2:22][N+:23]2[CH:28]=[CH:27][C:26](/[CH:29]=[N:30]/[OH:31])=[CH:25][CH:24]=2)[CH:21]=1.[Br-:35].[Br-].[H-].C([Al+]CC(C)C)C(C)C.[K+].[Br-]>>[OH:2][CH2:1][CH2:6][CH2:7][CH2:8][CH2:9][C:10]1[C:11](=[O:15])[CH2:12][CH2:13][CH:14]=1.[CH:18]1[C:17](/[CH:32]=[N:33]/[OH:34])=[CH:16][CH:21]=[N+:20]([CH2:22][N+:23]2[CH:24]=[CH:25][C:26](/[CH:29]=[N:30]/[OH:31])=[CH:27][CH:28]=2)[CH:19]=1.[Br-:35].[Br-:35] |f:0.1.2.3,4.5,6.7,8.9.10.11|. Procedure: Treatment of 2-(4-carbethoxybutyl)-2-cyclopentenomethoxime (Example 24) with diisobutyl aluminum hydride in the manner described in Example 17 gives crystals, m.p. 33°-35° C. IR (KBr) 3420, 1630, 1050, 886 cm-1. λmaxMeOH 243 (12,020). Reactants: FC=1C=C2CCC(CC2=C(C1)F)NC(C(=O)O)CCC (2-(6,8-Difluoro-1,2,3,4-tetrahydro-naphthalen-2-ylamino)-pentanoic acid), CC(CNCC(C)(C)N1C=NC(=C1)N)(C)C (1-[2-(2,2-dimethyl-propylamino)-1,1-dimethyl-ethyl]-1H-imidazol-4-ylamine), [B-](F)(F)(F)F.CN(C)C(=[N+](C)C)ON1C=CC=CC1=O (TPTU), C(C)(C)N(CC)C(C)C (diisopropylethylamine). Run in CN(C)C=O (DMF), C(Cl)Cl (methylene chloride). Reaction conditions: time 8 hour. The product is CC(CNCC(C)(C)N1C=NC(=C1)NC(C(CCC)NC1CC2=C(C=C(C=C2CC1)F)F)=O)(C)C (2-(6,8-Difluoro-1,2,3,4-tetrahydro-naphthalen-2-ylamino)-pentanoic acid {1-[2-(2,2-dimethyl-propylamino)-1,1-dimethyl-ethyl]-1H-imidazol-4-yl}-amide). RXN SMILES: [F:1][C:2]1[CH:3]=[C:4]2[C:9](=[C:10]([F:12])[CH:11]=1)[CH2:8][CH:7]([NH:13][CH:14]([CH2:18][CH2:19][CH3:20])[C:15]([OH:17])=O)[CH2:6][CH2:5]2.[B-](F)(F)(F)F.CN(C(ON1C(=O)C=CC=C1)=[N+](C)C)C.C(N(C(C)C)CC)(C)C.[CH3:50][C:51]([CH3:65])([CH3:64])[CH2:52][NH:53][CH2:54][C:55]([N:58]1[CH:62]=[C:61]([NH2:63])[N:60]=[CH:59]1)([CH3:57])[CH3:56]>CN(C=O)C.C(Cl)Cl>[CH3:50][C:51]([CH3:65])([CH3:64])[CH2:52][NH:53][CH2:54][C:55]([N:58]1[CH:62]=[C:61]([NH:63][C:15](=[O:17])[CH:14]([NH:13][CH:7]2[CH2:6][CH2:5][C:4]3[C:9](=[C:10]([F:12])[CH:11]=[C:2]([F:1])[CH:3]=3)[CH2:8]2)[CH2:18][CH2:19][CH3:20])[N:60]=[CH:59]1)([CH3:56])[CH3:57] |f:1.2|. Reported procedure: Combine 2-(6,8-Difluoro-1,2,3,4-tetrahydro-naphthalen-2-ylamino)-pentanoic acid (1 equiv) derived from diasteromer #2 above, TPTU (1 equiv), diisopropylethylamine (2 equiv) in DMF followed by 1-[2-(2,2-dimethyl-propylamino)-1,1-dimethyl-ethyl]-1H-imidazol-4-ylamine (2 equiv) in methylene chloride. The reaction is stirred overnight at rt, quenched with aq. sodium bicarbonate, and extracted with methylene chloride. The solvent is dried, concentrated, and purified by silica gel chromatography to af... The reactants are N1C(=NC2=C1C=CC=C2)C(=O)C2=CC=C(C=C2)OC2=NC=CC=C2Br ((1H-benzo[d]imidazol-2-yl)(4-(3-bromopyridin-2-yloxy)phenyl)methanone), C(#N)C1=CC=C(C=C1)B(O)O (4-cyanophenylboronic acid), O.C([O-])([O-])=O.[Na+].[Na+] (sodium carbonate monohydrate). The reagents and catalysts are Cl[Pd]([P](C1=CC=CC=C1)(C2=CC=CC=C2)C3=CC=CC=C3)([P](C4=CC=CC=C4)(C5=CC=CC=C5)C6=CC=CC=C6)Cl (trans-dichlorobis(triphenyl-phosphine)palladium(ii)). Solvent: 1,2-dimethoxymethane, O (water). Run at temperature 135 celsius. The product is N1C(=NC2=C1C=CC=C2)C(=O)C2=CC=C(OC1=NC=CC=C1C1=CC=C(C#N)C=C1)C=C2 (4-(2-(4-(1H-benzo[d]imidazole-2-carbonyl)phenoxy)pyridin-3-yl)benzonitrile). Reaction SMILES: [NH:1]1[C:5]2[CH:6]=[CH:7][CH:8]=[CH:9][C:4]=2[N:3]=[C:2]1[C:10]([C:12]1[CH:17]=[CH:16][C:15]([O:18][C:19]2[C:24](Br)=[CH:23][CH:22]=[CH:21][N:20]=2)=[CH:14][CH:13]=1)=[O:11].[C:26]([C:28]1[CH:33]=[CH:32][C:31](B(O)O)=[CH:30][CH:29]=1)#[N:27].O.C(=O)([O-])[O-].[Na+].[Na+]>O.Cl[Pd](Cl)([P](C1C=CC=CC=1)(C1C=CC=CC=1)C1C=CC=CC=1)[P](C1C=CC=CC=1)(C1C=CC=CC=1)C1C=CC=CC=1>[NH:1]1[C:5]2[CH:6]=[CH:7][CH:8]=[CH:9][C:4]=2[N:3]=[C:2]1[C:10]([C:12]1[CH:17]=[CH:16][C:15]([O:18][C:19]2[C:24]([C:31]3[CH:32]=[CH:33][C:28]([C:26]#[N:27])=[CH:29][CH:30]=3)=[CH:23][CH:22]=[CH:21][N:20]=2)=[CH:14][CH:13]=1)=[O:11] |f:2.3.4.5,^1:47,66|. Procedure: A glass microwave reaction vessel was charged with (1H-benzo[d]imidazol-2-yl)(4-(3-bromopyridin-2-yloxy)phenyl)methanone (0.1427 g, 0.36 mmol), 4-cyanophenylboronic acid (0.0760 g, 0.43 mmol), trans-dichlorobis(triphenyl-phosphine)palladium(ii) (0.0314 g, 0.029 mmol), and sodium carbonate monohydrate (0.13 mL, 1.8 mmol) in 1,2-dimethoxymethane (3 mL) and water (1 mL). The reaction mixture was stirred and heated in a Biotage™ Initiator™ microwave reactor at 135° C. for 10 min. The solvent was eva... Reactants: Cl.O=C1OC2(CN1C1=CC=C(C(=O)OC)C=C1)CCNCC2 (methyl 4-(2-oxo-1-oxa-3,8-diazaspiro[4.5]dec-3-yl)benzoate hydrochloride salt), C(#N)[BH3-] (cyanoborohydride), BrC=1C=C(C=O)C=CC1OC(F)(F)F (3-bromo-4-trifluoromethoxybenzaldehyde), CC(=O)O (AcOH). Run in CN(C)C=O (DMF). The product is BrC=1C=C(CN2CCC3(CN(C(O3)=O)C3=CC=C(C(=O)OC)C=C3)CC2)C=CC1OC(F)(F)F (methyl 4-{8-[3-bromo-4-(trifluoromethoxy)benzyl]-2-oxo-1-oxa-3,8-diazaspiro[4.5]dec-3-yl}benzoate). The yield is 66.2%. Reaction SMILES: Cl.[O:2]=[C:3]1[N:7]([C:8]2[CH:17]=[CH:16][C:11]([C:12]([O:14][CH3:15])=[O:13])=[CH:10][CH:9]=2)[CH2:6][C:5]2([CH2:22][CH2:21][NH:20][CH2:19][CH2:18]2)[O:4]1.C([BH3-])#N.[Br:26][C:27]1[CH:28]=[C:29]([CH:32]=[CH:33][C:34]=1[O:35][C:36]([F:39])([F:38])[F:37])[CH:30]=O.CC(O)=O>CN(C=O)C>[Br:26][C:27]1[CH:28]=[C:29]([CH:32]=[CH:33][C:34]=1[O:35][C:36]([F:37])([F:38])[F:39])[CH2:30][N:20]1[CH2:21][CH2:22][C:5]2([O:4][C:3](=[O:2])[N:7]([C:8]3[CH:17]=[CH:16][C:11]([C:12]([O:14][CH3:15])=[O:13])=[CH:10][CH:9]=3)[CH2:6]2)[CH2:18][CH2:19]1 |f:0.1|. Reported procedure: To methyl 4-(2-oxo-1-oxa-3,8-diazaspiro[4.5]dec-3-yl)benzoate hydrochloride salt (300 mg, 0.918 mmol; Example 1, Step 2), MP-cyanoborohydride (1192 mg, 2.75 mmol), 3-bromo-4-trifluoromethoxybenzaldehyde (272 mg, 1.01 mmol) and AcOH (79 μl, 1.38 mmol) was added 5 mL of DMF. The reaction mixture was filtered, the resin was washed with DMF and the solvent was evaporated. The residue was dissolved in saturated aqueous NaHCO3 and extracted with DCM. The combined organic layers were evaporated to yiel... Reactants: BrCCC(=O)NC1=C(C=CC=C1C)CC (3-bromo-2'-ethyl-6'-methylpropionanilide), C(CC)OC=1C=C(C(N)=C(C1)C)C (4-propoxy-2,6-xylidine), C(C)(=O)O (acetic acid), O.O.O.C(C)(=O)[O-].[Na+] (sodium acetate trihydrate). Run in O (water). Product: BrCCC(=O)NC1=C(C=C(C=C1C)OCCC)C (3-bromo-2',6'-dimethyl-4'-propoxypropionanilide). Isolated yield 93.0%. Reaction SMILES: [Br:1][CH2:2][CH2:3][C:4]([NH:6][C:7]1[C:12]([CH3:13])=[CH:11][CH:10]=[CH:9][C:8]=1[CH2:14]C)=[O:5].[CH2:16]([O:19]C1C=C(C)C(=C(C)C=1)N)[CH2:17][CH3:18].C(O)(=O)C.O.O.O.C([O-])(=O)C.[Na+]>O>[Br:1][CH2:2][CH2:3][C:4]([NH:6][C:7]1[C:8]([CH3:14])=[CH:9][C:10]([O:19][CH2:16][CH2:17][CH3:18])=[CH:11][C:12]=1[CH3:13])=[O:5] |f:3.4.5.6.7|. Reported procedure: This compound was prepared analogously to 3-bromo-2'-ethyl-6'-methylpropionanilide of Example 11A from 20 g 4-propoxy-2,6-xylidine, 95 ml glacial acetic acid, 37 g sodium acetate trihydrate, 150 ml water 21.2 g 3-bromopropionyl bromide. The yield was 93% of recrystallized (methanol:water) material melting at 121.5°-122.5° C. The reactants are Intermediate 16, NC1=C(C(=O)OCC)C=C(C=C1)C (ethyl 2-amino-5-methylbenzoate), BrC1=NC=C(C=C1C)I (2-bromo-5-iodo-3-methylpyridine). Yields the product BrC1=C(C=C(C=N1)NC1=C(C(=O)OCC)C=C(C=C1)C)C (Ethyl 2-(6-bromo-5-methylpyridin-3-ylamino)-5-methylbenzoate). The yield is 25.0%. As a reaction SMILES: [NH2:1][C:2]1[CH:12]=[CH:11][C:10]([CH3:13])=[CH:9][C:3]=1[C:4]([O:6][CH2:7][CH3:8])=[O:5].[Br:14][C:15]1[C:20]([CH3:21])=[CH:19][C:18](I)=[CH:17][N:16]=1>>[Br:14][C:15]1[N:16]=[CH:17][C:18]([NH:1][C:2]2[CH:12]=[CH:11][C:10]([CH3:13])=[CH:9][C:3]=2[C:4]([O:6][CH2:7][CH3:8])=[O:5])=[CH:19][C:20]=1[CH3:21]. Procedure details: Obtained (0.050 g, yield 25%) following the procedure described in Intermediate 16 starting with ethyl 2-amino-5-methylbenzoate (0.56 mmol, 0.100 g) and 2-bromo-5-iodo-3-methylpyridine (1.0 mmol, 0.166 g). The reactants are C(C1=CC=CC=C1)SC1=NC=NC2=C1N=C(N=C2N2CCSCC2)Cl (8-benzylthio-2-chloro-4-thiomorpholino-pyrimido-[5,4-d]-pyrimidine), N1CCNCC1 (piperazine). Product: C(C1=CC=CC=C1)SC1=NC=NC2=C1N=C(N=C2N2CCSCC2)N2CCNCC2 (8-Benzylthio-2-piperazino-4-thiomorpholino-pyrimido-[5,4-d]-pyrimidine). RXN SMILES: [CH2:1]([S:8][C:9]1[C:14]2[N:15]=[C:16](Cl)[N:17]=[C:18]([N:19]3[CH2:24][CH2:23][S:22][CH2:21][CH2:20]3)[C:13]=2[N:12]=[CH:11][N:10]=1)[C:2]1[CH:7]=[CH:6][CH:5]=[CH:4][CH:3]=1.[NH:26]1[CH2:31][CH2:30][NH:29][CH2:28][CH2:27]1>>[CH2:1]([S:8][C:9]1[C:14]2[N:15]=[C:16]([N:26]3[CH2:31][CH2:30][NH:29][CH2:28][CH2:27]3)[N:17]=[C:18]([N:19]3[CH2:24][CH2:23][S:22][CH2:21][CH2:20]3)[C:13]=2[N:12]=[CH:11][N:10]=1)[C:2]1[CH:7]=[CH:6][CH:5]=[CH:4][CH:3]=1. Procedure: This compound was prepared analogous to Example 1 from 8-benzylthio-2-chloro-4-thiomorpholino-pyrimido-[5,4-d]-pyrimidine (m.p.: 162°-164° C.) and piperazine.